Task: describe an organic reaction: reactants, conditions, products, and yield. Dataset: the Open Reaction Database (ORD), a public repository of structured organic reaction records Starting materials: BrC1=CC=CC=2N(C=NC21)COCC[Si](C)(C)C (4-bromo-1-((2-(trimethylsilyl)ethoxy)methyl)-1H-benzo[d]imidazole), C1N(CCC2=CC=CC=C12)CC(COC1=CC(=CC=C1)B1OC(C(O1)(C)C)(C)C)O (1-(3,4-dihydroisoquinolin-2(1H)-yl)-3-(3-(4,4,5,5-tetramethyl-1,3,2-dioxaborolan-2-yl)phenoxy)propan-2-ol), C(=O)([O-])[O-].[Na+].[Na+] (Na2CO3). The reagents and catalysts are C1=CC=C(C=C1)P([C-]2C=CC=C2)C3=CC=CC=C3.C1=CC=C(C=C1)P([C-]2C=CC=C2)C3=CC=CC=C3.Cl[Pd]Cl.[Fe+2] (Pd(dppf)Cl2). Run in O1CCOCC1 (dioxane), O (H2O). Run at temperature 100 celsius, time 3 hour. Product: C1N(CCC2=CC=CC=C12)CC(COC1=CC(=CC=C1)C1=CC=CC=2N(C=NC21)COCC[Si](C)(C)C)O (1-(3,4-dihydroisoquinolin-2(1H)-yl)-3-(3-(1-((2-(trimethylsilyl)ethoxy)methyl)-1H-benzo[d]imidazol-4-yl)phenoxy)propan-2-ol). The yield is 81.9%. Reaction SMILES: Br[C:2]1[C:10]2[N:9]=[CH:8][N:7]([CH2:11][O:12][CH2:13][CH2:14][Si:15]([CH3:18])([CH3:17])[CH3:16])[C:6]=2[CH:5]=[CH:4][CH:3]=1.[CH2:19]1[C:28]2[C:23](=[CH:24][CH:25]=[CH:26][CH:27]=2)[CH2:22][CH2:21][N:20]1[CH2:29][CH:30]([OH:48])[CH2:31][O:32][C:33]1[CH:38]=[CH:37][CH:36]=[C:35](B2OC(C)(C)C(C)(C)O2)[CH:34]=1.C([O-])([O-])=O.[Na+].[Na+]>O1CCOCC1.O.C1C=CC(P(C2C=CC=CC=2)[C-]2C=CC=C2)=CC=1.C1C=CC(P(C2C=CC=CC=2)[C-]2C=CC=C2)=CC=1.Cl[Pd]Cl.[Fe+2]>[CH2:19]1[C:28]2[C:23](=[CH:24][CH:25]=[CH:26][CH:27]=2)[CH2:22][CH2:21][N:20]1[CH2:29][CH:30]([OH:48])[CH2:31][O:32][C:33]1[CH:38]=[CH:37][CH:36]=[C:35]([C:2]2[C:10]3[N:9]=[CH:8][N:7]([CH2:11][O:12][CH2:13][CH2:14][Si:15]([CH3:18])([CH3:17])[CH3:16])[C:6]=3[CH:5]=[CH:4][CH:3]=2)[CH:34]=1 |f:2.3.4,7.8.9.10|. Procedure details: A mixture of 4-bromo-1-((2-(trimethylsilyl)ethoxy)methyl)-1H-benzo[d]imidazole (200 mg, 0.611 mmol), 1-(3,4-dihydroisoquinolin-2(1H)-yl)-3-(3-(4,4,5,5-tetramethyl-1,3,2-dioxaborolan-2-yl)phenoxy)propan-2-ol (375 mg, 0.916 mmol), Pd(dppf)Cl2 (89 mg, 0.12 mmol) and Na2CO3 (130 mg, 1.22 mmol) in dioxane and H2O was stirred under N2 atmosphere at 100° C. for 3 h. The mixture was extracted with DCM and the combined organic layers dried over Na2SO4 and concentrated in vacuum to give the crude product ... Reactants: O (water), N[C@@H](CC1=CC=CC=C1)C(=O)O (H-Phe-OH), ClC1=CC=C(CO)C=C1 (4-chlorobenzyl alcohol), O.C1(=CC=C(C=C1)S(=O)(=O)O)C (p-toluenesulfonic acid monohydrate). Run in C(Cl)(Cl)(Cl)Cl (carbon tetrachloride). Yields the product CC=1C=CC(=CC1)S(=O)(=O)O (TsOH). RXN SMILES: N[C@H](C(O)=O)CC1C=CC=CC=1.ClC1C=CC(CO)=CC=1.O.[C:23]1([CH3:33])[CH:28]=[CH:27][C:26]([S:29]([OH:32])(=[O:31])=[O:30])=[CH:25][CH:24]=1.O>C(Cl)(Cl)(Cl)Cl>[CH3:33][C:23]1[CH:28]=[CH:27][C:26]([S:29]([OH:32])(=[O:31])=[O:30])=[CH:25][CH:24]=1 |f:2.3|. Procedure details: A mixture of H-Phe-OH (1.65 g), 4-chlorobenzyl alcohol (7.12 g) and p-toluenesulfonic acid monohydrate (2.09 g) in carbon tetrachloride (30 ml) was refluxed for 22 hours while water was removed by molecular sieves 3Al/8. After adding diethyl ether, the white crystal was filtered, washed with diethyl ether and dried to give TsOH.H-Phe-OBzl(Cl) (4.59 g).